From a dataset of the Open Reaction Database (ORD), a public repository of structured organic reaction records. describe an organic reaction: reactants, conditions, products, and yield Reactants: solution, [F-].C(CCC)[N+](CCCC)(CCCC)CCCC (tetra-n-butylammonium fluoride), [Si](C)(C)(C(C)(C)C)O[C@@H]1CC[C@H](CC1)C1=C(C=C(C=N1)NC(=O)C=1C=NN(C1C)C1=NC=C(C=C1)C(F)(F)F)C (trans-N-[6-(4-{[tert-butyl(dimethyl)silyl]oxy}cyclohexyl)-5-methylpyridin-3-yl]-5-methyl-1-[5-(trifluoromethyl)pyridin-2-yl]-1H-pyrazole-4-carboxamide). Run in O1CCCC1 (tetrahydrofuran). Conditions: temperature 85 celsius, time 6 hour. Yields the product O[C@@H]1CC[C@H](CC1)C1=C(C=C(C=N1)NC(=O)C=1C=NN(C1C)C1=NC=C(C=C1)C(F)(F)F)C (trans-N-[6-(4-Hydroxycyclohexyl)-5-methylpyridin-3-yl]-5-methyl-1-[5-(trifluoromethyl)-pyridin-2-yl]-1H-pyrazole-4-carboxamide). Yield: 88.3%. RXN SMILES: [F-].C([N+](CCCC)(CCCC)CCCC)CCC.[Si]([O:26][C@H:27]1[CH2:32][CH2:31][C@H:30]([C:33]2[N:38]=[CH:37][C:36]([NH:39][C:40]([C:42]3[CH:43]=[N:44][N:45]([C:48]4[CH:53]=[CH:52][C:51]([C:54]([F:57])([F:56])[F:55])=[CH:50][N:49]=4)[C:46]=3[CH3:47])=[O:41])=[CH:35][C:34]=2[CH3:58])[CH2:29][CH2:28]1)(C(C)(C)C)(C)C>O1CCCC1>[OH:26][C@H:27]1[CH2:32][CH2:31][C@H:30]([C:33]2[N:38]=[CH:37][C:36]([NH:39][C:40]([C:42]3[CH:43]=[N:44][N:45]([C:48]4[CH:53]=[CH:52][C:51]([C:54]([F:57])([F:56])[F:55])=[CH:50][N:49]=4)[C:46]=3[CH3:47])=[O:41])=[CH:35][C:34]=2[CH3:58])[CH2:29][CH2:28]1 |f:0.1|. Procedure details: 1M solution of tetra-n-butylammonium fluoride in tetrahydrofuran (0.2 ml) was added to trans-N-[6-(4-{[tert-butyl(dimethyl)silyl]oxy}cyclohexyl)-5-methylpyridin-3-yl]-5-methyl-1-[5-(trifluoromethyl)pyridin-2-yl]-1H-pyrazole-4-carboxamide (41 mg) and stirred at 85° C. for six hours. After the reaction, the solvent was evaporated and the resulting residue was purified with a silica gel column chromatography (chloroform/methanol). Ethanol was added to the purified product, the precipitated solid wa... Starting materials: IC1=C2/C(/C(NC2=CC=C1[N+](=O)[O-])=O)=C/C=1NC=CC1OC ((Z)-1,3-dihydro-4-iodo-3-[(3-methoxy-1H-pyrrol-2-yl)methylene]-5-nitro-2H-indol-2-one), IC1=C2/C(/C(NC2=CC=C1[N+](=O)[O-])=O)=C/C=1NC=CC1OC ((Z)-1,3-dihydro-4-iodo-3-[(3-methoxy-1H-pyrrol-2-yl)methylene]-5-nitro-2H-indol-2-one), C(C=C)(=O)OC (methyl acrylate), C1(=C(C=CC=C1)P(C1=C(C=CC=C1)C)C1=C(C=CC=C1)C)C (tri-o-tolylphosphine). The reagents and catalysts are CC(=O)[O-].CC(=O)[O-].[Pd+2] (Pd(OAc)2). Solvent: CN(C)C=O (DMF), TEA. Reaction conditions: temperature 85 celsius, time 8 hour. Yields the product COC(\C=C\C1=C2/C(/C(NC2=CC=C1)=O)=C/C=1NC=CC1OC)=O (3-[2,3-dihydro-(Z)-3-[(3-methoxy-1H-pyrrol-2-yl)methylene]-2-oxo-1H-indol-4-yl]-(E)-2-propenoic acid methyl ester). Reaction SMILES: I[C:2]1[C:10]([N+]([O-])=O)=[CH:9][CH:8]=[C:7]2[C:3]=1/[C:4](=[CH:15]/[C:16]1[NH:17][CH:18]=[CH:19][C:20]=1[O:21][CH3:22])/[C:5](=[O:14])[NH:6]2.[C:23]([O:27][CH3:28])(=[O:26])[CH:24]=[CH2:25].C1(C)C=CC=CC=1P(C1C=CC=CC=1C)C1C=CC=CC=1C>CN(C=O)C.CC([O-])=O.CC([O-])=O.[Pd+2]>[CH3:28][O:27][C:23](=[O:26])[CH:24]=[CH:25][C:2]1[CH:10]=[CH:9][CH:8]=[C:7]2[C:3]=1/[C:4](=[CH:15]/[C:16]1[NH:17][CH:18]=[CH:19][C:20]=1[O:21][CH3:22])/[C:5](=[O:14])[NH:6]2 |f:4.5.6|. Procedure details: To a stirred solution of (Z)-1,3-dihydro-4-iodo-3-[(3-methoxy-1H-pyrrol-2-yl)methylene]-2H-indol-2-one (545 mg, 1.49 mmol) (Starting Material 2 supra) in DMF (8 mL) and TEA (3 mL) was added methyl acrylate (0.26 mL, 2.98 mmol) (Aldrich), tri-o-tolylphosphine (361 mg, 1.19 mmol) (Aldrich) and Pd(OAc)2 (67 mg, 0.30 mmol) (Aldrich). The reaction mixture was stirred at 85° C. overnight in a pressure tube. The solvent was removed in vacuo, and the residue was purified by silica gel chromatography (He...